The task is: describe an organic reaction: reactants, conditions, products, and yield. This data is from the Open Reaction Database (ORD), a public repository of structured organic reaction records. The reactants are O=C1NC2=C(CCN1C1CCN(CC1)C(=O)O[C@@H](C(=O)N1CCC(CC1)N1CCN(CC1)C)CC1=CC(=C(C(=C1)C)N)N)C=CC=C2 ((R)-1-(3,4-diamino-5-methyl-benzyl)-2-[4-(4-methyl-piperazin-1-yl)-piperidin-1-yl]-2-oxo-ethyl 4-(2-oxo-1,2,4,5-tetrahydro-1,3-benzodiazepin-3-yl)-piperidine-1-carboxylate), CC(=O)O (AcOH). The product is O=C1NC2=C(CCN1C1CCN(CC1)C(=O)O[C@@H](C(=O)N1CCC(CC1)N1CCN(CC1)C)CC1=CC3=C(NC(=N3)C)C(=C1)C)C=CC=C2 ((R)-1-(2,7-dimethyl-1H-benzimidazol-5-ylmethyl)-2-[4-(4-methyl-piperazin-1-yl)-piperidin-1-yl]-2-oxo-ethyl 4-(2-oxo-1,2,4,5-tetrahydro-1,3-benzodiazepin-3-yl)-piperidine-1-carboxylate). Reaction SMILES: [O:1]=[C:2]1[N:8]([CH:9]2[CH2:14][CH2:13][N:12]([C:15]([O:17][C@H:18]([CH2:34][C:35]3[CH:40]=[C:39]([CH3:41])[C:38]([NH2:42])=[C:37]([NH2:43])[CH:36]=3)[C:19]([N:21]3[CH2:26][CH2:25][CH:24]([N:27]4[CH2:32][CH2:31][N:30]([CH3:33])[CH2:29][CH2:28]4)[CH2:23][CH2:22]3)=[O:20])=[O:16])[CH2:11][CH2:10]2)[CH2:7][CH2:6][C:5]2[CH:44]=[CH:45][CH:46]=[CH:47][C:4]=2[NH:3]1.[CH3:48][C:49](O)=O>>[O:1]=[C:2]1[N:8]([CH:9]2[CH2:14][CH2:13][N:12]([C:15]([O:17][C@H:18]([CH2:34][C:35]3[CH:40]=[C:39]([CH3:41])[C:38]4[NH:42][C:48]([CH3:49])=[N:43][C:37]=4[CH:36]=3)[C:19]([N:21]3[CH2:26][CH2:25][CH:24]([N:27]4[CH2:28][CH2:29][N:30]([CH3:33])[CH2:31][CH2:32]4)[CH2:23][CH2:22]3)=[O:20])=[O:16])[CH2:11][CH2:10]2)[CH2:7][CH2:6][C:5]2[CH:44]=[CH:45][CH:46]=[CH:47][C:4]=2[NH:3]1. Procedure details: A solution of 120 mg (0.16 mmol) (R)-1-(3,4-diamino-5-methyl-benzyl)-2-[4-(4-methyl-piperazin-1-yl)-piperidin-1-yl]-2-oxo-ethyl 4-(2-oxo-1,2,4,5-tetrahydro-1,3-benzodiazepin-3-yl)-piperidine-1-carboxylate were refluxed in 2 mL AcOH for 2 h and then evaporated down i.vac. The residue was purified by HPLC, the fractions containing the product were combined and lyophilised.